This data is from the Open Reaction Database (ORD), a public repository of structured organic reaction records. The task is: describe an organic reaction: reactants, conditions, products, and yield The reactants are NC=1SC=CN1 (2-aminothiazole), OC1=C(C(=NC(=C1C1=CC=CC=C1)C)C(F)(F)F)C(=O)OCC (Ethyl 4-hydroxy-6-methyl-5-phenyl-2-(trifluoromethyl) -3-pyridine-carboxylate). Product: OC1=C(C(=NC(=C1C1=CC=CC=C1)C)C(F)(F)F)C(=O)NC=1SC=CN1 (4-hydroxy-6-methyl-5-phenyl-N-(2-thiazolyl)-2-trifluoromethyl-3-pyridine-carboxamide). Isolated yield 79.3%. RXN SMILES: [NH2:1][C:2]1[S:3][CH:4]=[CH:5][N:6]=1.[OH:7][C:8]1[C:13]([C:14]2[CH:19]=[CH:18][CH:17]=[CH:16][CH:15]=2)=[C:12]([CH3:20])[N:11]=[C:10]([C:21]([F:24])([F:23])[F:22])[C:9]=1[C:25](OCC)=[O:26]>>[OH:7][C:8]1[C:13]([C:14]2[CH:15]=[CH:16][CH:17]=[CH:18][CH:19]=2)=[C:12]([CH3:20])[N:11]=[C:10]([C:21]([F:24])([F:22])[F:23])[C:9]=1[C:25]([NH:1][C:2]1[S:3][CH:4]=[CH:5][N:6]=1)=[O:26]. Reported procedure: Using the procedure of Example 5, 6.25 g of 2-aminothiazole and 4 g of the product of Step F were reacted to obtain 3.7 g of the expected product melting greater than 260° C. after crystallizing from acetonitrile. The reactants are C(CC)OC(=O)C1=CNC2=C1C(NCCC2)=O (4-oxo-1,4,5,6,7,8-hexahydro-pyrrolo[3,2-c]azepine-3-carboxylic acid propyl ester), P12(=S)SP3(=S)SP(=S)(S1)SP(=S)(S2)S3 (P4S10). The solvent is N1=CC=CC=C1 (pyridine). Reaction conditions: temperature 80 celsius, time 8 hour. Product: C(CC)OC(=O)C1=CNC2=C1C(NCCC2)=S (4-thioxo-1,4,5,6,7,8-hexahydro-pyrrolo[3,2-c]azepine-3-carboxylic acid propyl ester). The yield is 22.5%. Reaction SMILES: [CH2:1]([O:4][C:5]([C:7]1[C:11]2[C:12](=O)[NH:13][CH2:14][CH2:15][CH2:16][C:10]=2[NH:9][CH:8]=1)=[O:6])[CH2:2][CH3:3].P12(SP3(SP(SP(S3)(S1)=S)(=S)S2)=S)=[S:19]>N1C=CC=CC=1>[CH2:1]([O:4][C:5]([C:7]1[C:11]2[C:12](=[S:19])[NH:13][CH2:14][CH2:15][CH2:16][C:10]=2[NH:9][CH:8]=1)=[O:6])[CH2:2][CH3:3]. Procedure details: A mixture of compound (500 mg) from Step 1 and P4S10 (2.0 g) in 20 mL of pyridine is heated at 80° C. with stirring overnight. It is cooled and evaporated under vacuum, then diluted with water and stirred. The insoluble material is filtered and the mother liquid is extracted with CH2Cl2/EtOAc (1:4). The combined extract is washed with brine, dried and concentrated to give 120 mg of 4-thioxo-1,4,5,6,7,8-hexahydro-pyrrolo[3,2-c]azepine-3-carboxylic acid propyl ester. Reactants: CCOC(=O)c1cn(C)c2cc(OC)c(OC)cc2c1=O, CCO, N. Product: COc1cc2c(=O)c(C(N)=O)cn(C)c2cc1OC. Reaction SMILES: [CH3:1][O:2][c:3]1[cH:4][c:5]2[c:6](=[O:21])[c:7]([C:16](=[O:17])[O:18][CH2:19][CH3:20])[cH:8][n:9]([CH3:15])[c:10]2[cH:11][c:12]1[O:13][CH3:14].[CH3:23][CH2:24][OH:25].[NH3:22]>>[CH3:1][O:2][c:3]1[cH:4][c:5]2[c:6](=[O:21])[c:7]([C:16](=[O:17])[NH2:22])[cH:8][n:9]([CH3:15])[c:10]2[cH:11][c:12]1[O:13][CH3:14].